describe an organic reaction: reactants, conditions, products, and yield From a dataset of the Open Reaction Database (ORD), a public repository of structured organic reaction records. The reactants are N#Cc1ccc(CBr)s1, O=C(c1ccc(O)cc1F)N1CCCC1CN1CCCC1. The product is N#Cc1ccc(COc2ccc(C(=O)N3CCCC3CN3CCCC3)c(F)c2)s1. RXN SMILES: [Br:22][CH2:23][c:24]1[cH:25][cH:26][c:27]([C:29]#[N:30])[s:28]1.[F:1][c:2]1[c:3]([C:9](=[O:10])[N:11]2[CH:12]([CH2:16][N:17]3[CH2:18][CH2:19][CH2:20][CH2:21]3)[CH2:13][CH2:14][CH2:15]2)[cH:4][cH:5][c:6]([OH:8])[cH:7]1>>[F:1][c:2]1[c:3]([C:9](=[O:10])[N:11]2[CH:12]([CH2:16][N:17]3[CH2:18][CH2:19][CH2:20][CH2:21]3)[CH2:13][CH2:14][CH2:15]2)[cH:4][cH:5][c:6]([O:8][CH2:23][c:24]2[cH:25][cH:26][c:27]([C:29]#[N:30])[s:28]2)[cH:7]1. Starting materials: FC1=CC=C(C=C1)C(OCCN1CCN(CC1)C(C=CC1=CC=C(C=C1)C)=O)C1=CC=C(C=C1)F (1-[2-[bis(4-fluorophenyl)methoxy]ethyl]-4-[3-(4-methylphenyl)-1-oxo-2-propenyl]piperazine), C(C)OCC (diethyl ether), [H-].[Al+3].[Li+].[H-].[H-].[H-] (lithium aluminiumhydride), C(C)OCC (diethyl ether), O (water), O1CCCC1 (tetrahydrofuran). Run at temperature 0 celsius. The product is C(\C=C/C(=O)O)(=O)O.FC1=CC=C(C=C1)C(OCCN1CCN(CC1)CC=CC1=CC=C(C=C1)C)C1=CC=C(C=C1)F (1-[2-[Bis(4-fluorophenyl)methoxy]ethyl]-4-[3-(4-methylphenyl)-2-propenyl]piperazine maleate). Reaction SMILES: [H-].[Al+3].[Li+].[H-].[H-].[H-].[F:7][C:8]1[CH:13]=[CH:12][C:11]([CH:14]([C:35]2[CH:40]=[CH:39][C:38]([F:41])=[CH:37][CH:36]=2)[O:15][CH2:16][CH2:17][N:18]2[CH2:23][CH2:22][N:21]([C:24](=O)[CH:25]=[CH:26][C:27]3[CH:32]=[CH:31][C:30]([CH3:33])=[CH:29][CH:28]=3)[CH2:20][CH2:19]2)=[CH:10][CH:9]=1.[OH2:42].[O:43]1CCCC1.C([O:50][CH2:51][CH3:52])C>>[C:51]([OH:50])(=[O:43])/[CH:52]=[CH:11]\[C:14]([OH:15])=[O:42].[F:7][C:8]1[CH:13]=[CH:12][C:11]([CH:14]([C:35]2[CH:36]=[CH:37][C:38]([F:41])=[CH:39][CH:40]=2)[O:15][CH2:16][CH2:17][N:18]2[CH2:23][CH2:22][N:21]([CH2:24][CH:25]=[CH:26][C:27]3[CH:32]=[CH:31][C:30]([CH3:33])=[CH:29][CH:28]=3)[CH2:20][CH2:19]2)=[CH:10][CH:9]=1 |f:0.1.2.3.4.5,10.11|. Procedure details: To a suspension of 1.5 g (0.0375 mol) of lithium aluminiumhydride in 75 ml of diethyl ether, a solution of 8 g (0.017 mol) of 1-[2-[bis(4-fluorophenyl)methoxy]ethyl]-4-[3-(4-methylphenyl)-1-oxo-2-propenyl]piperazine in 75 ml of diethyl ether was added dropwise with stirring. The mixture was refluxed for 2 hours and it was then cooled to 0° C. and decomposed with a mixture of water and tetrahydrofuran. The solid was filtered off and maleic acid in diethyl ether was added to the filtrate until it ... The reactants are C(C1=CC=CC=C1)OC1=CC=C(C=C1)C1=CC2=C(N=CN=C2OC2=CC=C(C=C2)NC(=O)NC2=CC(=CC=C2)F)N1 (1-{4-[6-(4-benzyloxyphenyl)-7H-pyrrolo[2,3-d]pyrimidin-4-yloxy]phenyl}-3-(3-fluorophenyl)urea), C(C)(=O)OCC.O1CCCC1 (ethyl acetate tetrahydrofuran), C([O-])([O-])=O.[K+].[K+] (potassium carbonate). Run in FC(C(=O)O)(F)F (trifluoroacetic acid), C1(=CC=CC=C1)SC (thioanisole). Reaction conditions: temperature 45 celsius, time 40 minute. The product is FC=1C=C(C=CC1)NC(=O)NC1=CC=C(C=C1)OC=1C2=C(N=CN1)NC(=C2)C2=CC=C(C=C2)O (1-(3-Fluorophenyl)-3-{4-[6-(4-hydroxyphenyl)-7H-pyrrolo[2,3-d]pyrimidin-4-yloxy]phenyl}urea). Yield: 98.5%. Reaction SMILES: C([O:8][C:9]1[CH:14]=[CH:13][C:12]([C:15]2[NH:41][C:18]3[N:19]=[CH:20][N:21]=[C:22]([O:23][C:24]4[CH:29]=[CH:28][C:27]([NH:30][C:31]([NH:33][C:34]5[CH:39]=[CH:38][CH:37]=[C:36]([F:40])[CH:35]=5)=[O:32])=[CH:26][CH:25]=4)[C:17]=3[CH:16]=2)=[CH:11][CH:10]=1)C1C=CC=CC=1.C(=O)([O-])[O-].[K+].[K+].C(OCC)(=O)C.O1CCCC1>FC(F)(F)C(O)=O.C1(SC)C=CC=CC=1>[F:40][C:36]1[CH:35]=[C:34]([NH:33][C:31]([NH:30][C:27]2[CH:26]=[CH:25][C:24]([O:23][C:22]3[C:17]4[CH:16]=[C:15]([C:12]5[CH:11]=[CH:10][C:9]([OH:8])=[CH:14][CH:13]=5)[NH:41][C:18]=4[N:19]=[CH:20][N:21]=3)=[CH:29][CH:28]=2)=[O:32])[CH:39]=[CH:38][CH:37]=1 |f:1.2.3,4.5|. Procedure: After dissolving 377 mg of 1-{4-[6-(4-benzyloxyphenyl)-7H-pyrrolo[2,3-d]pyrimidin-4-yloxy]phenyl}-3-(3-fluorophenyl)urea in 4 ml of trifluoroacetic acid and 0.4 ml of thioanisole, the solution was stirred at 45° C. for 40 minutes. It was then returned to room temperature, potassium carbonate was added to alkalinity, and liquid separation and extraction were performed with an ethyl acetate-tetrahydrofuran (5:1) mixed solvent. The organic layer was concentrated to dryness to obtain 310 mg of the t... RXN SMILES: [Br-:1].[Br-:2].[CH3:32][O:33][C:34]([CH:35]([NH2:36])[c:37]1[c:38]([Cl:43])[cH:39][cH:40][cH:41][cH:42]1)=[O:44].[CH3:54][C:55]#[N:56].[CH3:57][CH2:58][CH2:59][CH2:60][CH2:61][CH3:62].[CH3:63][CH2:64][O:65][C:66](=[O:67])[CH3:68].[CH:45]([N:46]([CH:47]([CH3:48])[CH3:49])[CH2:50][CH3:51])([CH3:52])[CH3:53].[ClH:31].[c:3]1([P:4]([c:5]2[cH:6][cH:7][cH:8][cH:9][cH:10]2)[c:11]2[cH:12][cH:13][cH:14][cH:15][cH:16]2)[cH:17][cH:18][cH:19][cH:20][cH:21]1.[s:22]1[cH:23][cH:24][c:25]2[c:30]1[CH2:29][CH2:28][O:27][CH2:26]2>>[s:22]1[cH:23][cH:24][c:25]2[c:30]1[CH2:29][CH2:28][N:36]([CH:35]([C:34]([O:33][CH3:32])=[O:44])[c:37]1[c:38]([Cl:43])[cH:39][cH:40][cH:41][cH:42]1)[CH2:26]2. Starting materials: [Br-], [Br-], COC(=O)C(N)c1ccccc1Cl, CC#N, CCCCCC, CCOC(C)=O, CCN(C(C)C)C(C)C, Cl, c1ccc(P(c2ccccc2)c2ccccc2)cc1, c1cc2c(s1)CCOC2. The product is COC(=O)C(c1ccccc1Cl)N1CCc2sccc2C1. Reactants: O=C(O)C1CCC(OCc2ccccc2)CC1, C1CCOC1, CC(C)[N-]C(C)C, CI, [Li]CCCC, CC(C)NC(C)C, [Li+]. The product is CC1(C(=O)O)CCC(OCc2ccccc2)CC1. RXN SMILES: [CH2:21]([c:22]1[cH:23][cH:24][cH:25][cH:26][cH:27]1)[O:28][CH:29]1[CH2:30][CH2:31][CH:32]([C:35](=[O:36])[OH:37])[CH2:33][CH2:34]1.[CH2:40]1[O:41][CH2:42][CH2:43][CH2:44]1.[CH3:2][CH:3]([N-:4][CH:5]([CH3:6])[CH3:7])[CH3:8].[CH3:38][I:39].[CH3:9][CH2:10][CH2:11][CH2:12][Li:13].[CH:14]([NH:15][CH:16]([CH3:17])[CH3:18])([CH3:19])[CH3:20].[Li+:1]>>[CH3:2][C:32]1([C:35](=[O:36])[OH:37])[CH2:31][CH2:30][CH:29]([O:28][CH2:21][c:22]2[cH:23][cH:24][cH:25][cH:26][cH:27]2)[CH2:34][CH2:33]1. The reactants are N (ammonia), C1CCOC1 (THF), C1(CCCCC1)N1N=CC(=C1C1=CC=C(C=C1)F)C(=O)O (1-cyclohexyl-5-(4-fluorophenyl)-1H-pyrazole-4-carboxylic acid), S(=O)(Cl)Cl (thionyl chloride). Solvent: C1(=CC=CC=C1)C (toluene), O (water). Run at time 14 hour. Yields the product C1(CCCCC1)N1N=CC(=C1C1=CC=C(C=C1)F)C(=O)N (1-cyclohexyl-5-(4-fluorophenyl)-1H-pyrazole-4-carboxamide). The yield is 95.0%. As a reaction SMILES: [CH:1]1([N:7]2[C:11]([C:12]3[CH:17]=[CH:16][C:15]([F:18])=[CH:14][CH:13]=3)=[C:10]([C:19]([OH:21])=O)[CH:9]=[N:8]2)[CH2:6][CH2:5][CH2:4][CH2:3][CH2:2]1.S(Cl)(Cl)=O.[NH3:26].C1COCC1>C1(C)C=CC=CC=1.O>[CH:1]1([N:7]2[C:11]([C:12]3[CH:17]=[CH:16][C:15]([F:18])=[CH:14][CH:13]=3)=[C:10]([C:19]([NH2:26])=[O:21])[CH:9]=[N:8]2)[CH2:6][CH2:5][CH2:4][CH2:3][CH2:2]1. Reported procedure: A solution of 1-cyclohexyl-5-(4-fluorophenyl)-1H-pyrazole-4-carboxylic acid (300 mg, 1.04 mmol) and thionyl chloride (0.379 mL, 5.20 mmol) in toluene (3 mL) was stirred at 90° C. for 2 hr. The reaction mixture was concentrated under reduced pressure, and the residue was dissolved in THF (3 mL). 28% Aqueous ammonia (2 mL, 22.87 mmol) was added to the THF solution, and the mixture was stirred at room temperature for 14 hr. The reaction mixture was poured into water, and the precipitate was collect... Reactants: C(=O)(OC(C)(C)C)N[C@@H](C)C(=O)N ((S)-Boc-alaninamide), F[B-](F)(F)F.C(C)[O+](CC)CC (triethyloxonium tetrafluoroborate), FC=1C=C(C(=CC1)N)NC1=NC=CC=C1 (4-fluoro-N2-pyridin-2-yl-benzene-1,2-diamine). The solvent is C1CCOC1 (THF). Conditions: time 2 hour. The product is C(C)(C)(C)OC(N[C@@H](C)C1=NC2=C(N1C1=NC=CC=C1)C=C(C=C2)F)=O ([(S)-1-(6-Fluoro-1-pyridin-2-yl-1H-benzoimidazol-2-yl)ethyl]carbamic acid tert-butyl ester). Isolated yield 91.6%. RXN SMILES: [C:1]([NH:8][C@H:9]([C:11](N)=O)[CH3:10])([O:3][C:4]([CH3:7])([CH3:6])[CH3:5])=[O:2].F[B-](F)(F)F.C([O+](CC)CC)C.[F:26][C:27]1[CH:28]=[C:29]([NH:34][C:35]2[CH:40]=[CH:39][CH:38]=[CH:37][N:36]=2)[C:30]([NH2:33])=[CH:31][CH:32]=1>C1COCC1>[C:4]([O:3][C:1](=[O:2])[NH:8][C@H:9]([C:10]1[N:34]([C:35]2[CH:40]=[CH:39][CH:38]=[CH:37][N:36]=2)[C:29]2[CH:28]=[C:27]([F:26])[CH:32]=[CH:31][C:30]=2[N:33]=1)[CH3:11])([CH3:7])([CH3:6])[CH3:5] |f:1.2|. Procedure details: To a solution of (S)-Boc-alaninamide (1.5 g, 7.9 mmol) in anhydrous THF (20 mL) was added triethyloxonium tetrafluoroborate (1.6 g, 8.3 mmol) in one portion under a nitrogen atmosphere. The resulting mixture was left to stir at RT for 2 h. The volatiles were removed in vacuo and the resulting residue redissolved in absolute EtOH (20 mL). To the mixture was added 4-fluoro-N2-pyridin-2-yl-benzene-1,2-diamine (1.0 g, 4.9 mmol) and the mixture stirred at 75° C. for 16 h. The volatiles were removed i... Yields the product CNCC(=O)O (N-methyl glycine), C=NCC(=O)O (N-methylene glycine). Procedure: Ehrat, U.S. Pat. No. 4,237,065, describes a process in which glycine is condensed with formaldehyde in the presence of a tertiary base to produce N-methyl glycine or N-methylene glycine, and the latter is in turn reacted with phosphorous acid to produce glyphosate. As a reaction SMILES: [NH2:1][CH2:2][C:3]([OH:5])=[O:4].[CH2:6]=O>>[CH3:6][NH:1][CH2:2][C:3]([OH:5])=[O:4].[CH2:6]=[N:1][CH2:2][C:3]([OH:5])=[O:4]. The reactants are NCC(=O)O (glycine), C=O (formaldehyde). The reactants are C(CCC#C)N1CCN(CC1)C(=O)OC1=CC=C(C=C1)[N+](=O)[O-] (4-nitrophenyl 4-(pent-4-ynyl)piperazine-1-carboxylate), CN (MeNH2). Solvent: C1CCOC1 (THF). Yields the product CNC(=O)N1CCN(CC1)CCCC#C (N-methyl-4-(pent-4-ynyl)piperazine-1-carboxamide). As a reaction SMILES: [CH2:1]([N:6]1[CH2:11][CH2:10][N:9]([C:12]([O:14]C2C=CC([N+]([O-])=O)=CC=2)=O)[CH2:8][CH2:7]1)[CH2:2][CH2:3][C:4]#[CH:5].[CH3:24][NH2:25]>C1COCC1>[CH3:24][NH:25][C:12]([N:9]1[CH2:8][CH2:7][N:6]([CH2:1][CH2:2][CH2:3][C:4]#[CH:5])[CH2:11][CH2:10]1)=[O:14]. Procedure: A solution of 4-nitrophenyl 4-(pent-4-ynyl)piperazine-1-carboxylate (1.37 g) in THF (10 mL) was treated with 40% aq. MeNH2 (10 mL) at 70 C for 2 h. The mixture was concentrated and diluted with conc. NH4OH (5 mL) and water (15 mL). Extraction (DCM, 80 mL) and concentration gave N-methyl-4-(pent-4-ynyl)piperazine-1-carboxamide (0.659 g). The product is ON=CC=1C(NC(NC1)=O)=O (5-hydroxyiminomethyl-2,4(1H,3H)-pyrimidinedione). The yield is 84.4%. Starting materials: O=C1NC=C(C(N1)=O)C=O (2,4-dioxo-5(1H,3H)-pyrimidinecarbaldehyde), CO (methanol), Cl.NO (hydroxylamine hydrochloride), C(C)(=O)[O-].[K+] (potassium acetate). Procedure: A mixture of 2,4-dioxo-5(1H,3H)-pyrimidinecarbaldehyde (1.79 g, 12.8 mmol), methanol (35 mL) and water (35 mL) was heated at reflux and then a mixture of hydroxylamine hydrochloride (905 mg, 13 mmol), potassium acetate (1.28 g, 13 mmol) and water (15 mL) was added. The mixture was cooled and the solids were collected, washed with water and recrystallized from water/methanol to give 5-hydroxyiminomethyl-2,4(1H,3H)-pyrimidinedione (1.68 g, 10.8 mmol). Run in O (water), O (water). As a reaction SMILES: [O:1]=[C:2]1[NH:7][C:6](=[O:8])[C:5]([CH:9]=O)=[CH:4][NH:3]1.CO.Cl.[NH2:14][OH:15].C([O-])(=O)C.[K+]>O>[OH:15][N:14]=[CH:9][C:5]1[C:6](=[O:8])[NH:7][C:2](=[O:1])[NH:3][CH:4]=1 |f:2.3,4.5|.